Dataset: the Open Reaction Database (ORD), a public repository of structured organic reaction records. Task: describe an organic reaction: reactants, conditions, products, and yield Starting materials: [Li+].[OH-] (LiOH), CC=1C=C(C=C(C1)NC1=NC=CC(=N1)C(F)(F)F)C=1C=NN(C1)C(C(=O)OC)C (methyl 2-[4-(3-methyl-5-{[4-(trifluoromethyl)pyrimidin-2-yl]amino}phenyl)-1H-pyrazol-1-yl]propanoate). Solvent: CO (methanol), O (water). Run at time 3 hour. Yields the product CC=1C=C(C=C(C1)NC1=NC=CC(=N1)C(F)(F)F)C=1C=NN(C1)C(C(=O)O)C (2-[4-(3-methyl-5-{[4-(trifluoromethyl)pyrimidin-2-yl]amino}phenyl)-1H-pyrazol-1-yl]propanoic acid). As a reaction SMILES: [Li+].[OH-].[CH3:3][C:4]1[CH:5]=[C:6]([C:21]2[CH:22]=[N:23][N:24]([CH:26]([CH3:31])[C:27]([O:29]C)=[O:28])[CH:25]=2)[CH:7]=[C:8]([NH:10][C:11]2[N:16]=[C:15]([C:17]([F:20])([F:19])[F:18])[CH:14]=[CH:13][N:12]=2)[CH:9]=1>CO.O>[CH3:3][C:4]1[CH:5]=[C:6]([C:21]2[CH:22]=[N:23][N:24]([CH:26]([CH3:31])[C:27]([OH:29])=[O:28])[CH:25]=2)[CH:7]=[C:8]([NH:10][C:11]2[N:16]=[C:15]([C:17]([F:20])([F:18])[F:19])[CH:14]=[CH:13][N:12]=2)[CH:9]=1 |f:0.1|. Reported procedure: LiOH (10.6 mg, 0.44 mmol) was added to a solution of methyl 2-[4-(3-methyl-5-{[4-(trifluoromethyl)pyrimidin-2-yl]amino}phenyl)-1H-pyrazol-1-yl]propanoate (18 mg, 0.04 mmol) in methanol (870 μL) and water (87 μL). The reaction mixture was allowed to stir at room temperature for 3 hours then concentrated using under reduced pressure. The residue was purified by reverse phase HPLC (ACN/water with 0.1% TFA modifier) to afford 2-[4-(3-methyl-5-{[4-(trifluoromethyl)pyrimidin-2-yl]amino}phenyl)-1H-pyra... Reactants: FC1=CC=C(C=C1)C1=CN=C(S1)C=O (5-(4-fluorophenyl)thiazole-2-carbaldehyde), CC[Mg+].[Br-] (EtMgBr). Product: FC1=CC=C(C=C1)C1=CN=C(S1)C(CC)O (1-(5-(4-fluorophenyl)thiazol-2-yl)propan-1-ol). Yield: 72.7%. Reaction SMILES: [F:1][C:2]1[CH:7]=[CH:6][C:5]([C:8]2[S:12][C:11]([CH:13]=[O:14])=[N:10][CH:9]=2)=[CH:4][CH:3]=1.[CH3:15][CH2:16][Mg+].[Br-]>>[F:1][C:2]1[CH:3]=[CH:4][C:5]([C:8]2[S:12][C:11]([CH:13]([OH:14])[CH2:15][CH3:16])=[N:10][CH:9]=2)=[CH:6][CH:7]=1 |f:1.2|. Procedure details: Using 5-(4-fluorophenyl)thiazole-2-carbaldehyde (0.12 g, 0.58 mmol) and EtMgBr (0.577 mL, 1.73 mmol) and following the procedure described for example 7 and step 2, the crude compound was obtained and further purified by column chromatography (using 100-200μ silica gel and 38% ethyl acetate and hexane) to give 1-(5-(4-fluorophenyl)thiazol-2-yl)propan-1-ol as pale yellow liquid (0.1 g, 73% yield). 1H NMR (400 MHz, DMSO-d6): δ 8.01 (s, 1H), 7.68-7.65 (m, 2H), 7.25 (t, 2H), 6.11 (d, 1H), 4.72-4.67 ...